From a dataset of the Open Reaction Database (ORD), a public repository of structured organic reaction records. describe an organic reaction: reactants, conditions, products, and yield Reactants: C(C)OC(C(C(C)(C)C)=NNC1CCCCC1)=O (Ethyl-2-(cyclohexylhydrazono)-3,3-dimethylbutanoate), BrCC (bromoethane), CC(C(C(=O)O)=O)(C)C (trimethylpyruvic acid), C1CCC2=NCCCN2CC1 (DBU), CC(C)(C)OC (MTBE), Cl.C1(CCCCC1)NN (cyclohexylhydrazine hydrochloride), C1CCC2=NCCCN2CC1 (DBU), C(=O)(O)[O-].[Na+] (NaHCO3), Cl (HCl). The solvent is O (H2O), CCOC(=O)C (EtOAc). Run at temperature 120 celsius. Yields the product C1(CCCCC1)N1N=C(C(=C(C1=O)C(=O)NCC(=O)O)O)C(C)(C)C (N-{[2-Cyclohexyl-6-(1,1-dimethylethyl)-5-hydroxy-3-oxo-2,3-dihydro-4-pyridazinyl]carbonyl}glycine). Yield: 57.0%. As a reaction SMILES: C(O[C:4](=[O:18])[C:5](=[N:10][NH:11][CH:12]1[CH2:17][CH2:16][CH2:15][CH2:14][CH2:13]1)[C:6]([CH3:9])([CH3:8])[CH3:7])C.CC(C)(C)[C:21](=O)[C:22]([OH:24])=[O:23].C1CCN2C(=[N:32]CCC2)CC1.BrCC.[C:42]([O-:45])(O)=O.[Na+].Cl.C1(NN)CCCCC1.Cl.[CH3:57][C:58]([O:61]C)(C)C>O.CCOC(C)=O>[CH:12]1([N:11]2[C:58](=[O:61])[C:57]([C:42]([NH:32][CH2:21][C:22]([OH:24])=[O:23])=[O:45])=[C:4]([OH:18])[C:5]([C:6]([CH3:7])([CH3:8])[CH3:9])=[N:10]2)[CH2:13][CH2:14][CH2:15][CH2:16][CH2:17]1 |f:4.5,6.7|. Procedure: Ethyl-2-(cyclohexylhydrazono)-3,3-dimethylbutanoate. To a solution of trimethylpyruvic acid (0.6 g, 2.77 mmol) in MTBE (4.0 ml) was added DBU (0.58 ml, 3.85 mmol) followed by bromoethane (0.5 ml, 6.70 mmol) at room temperature. The reaction was heated in the microwave at 120° C. for 20 minutes. The reaction was cooled and 10% NaHCO3 (aq) added. The layers were separated and the organic layer was washed again with 10% NaHCO3 (aq). The aqueous layer backextracted with Et2O several times. The combi... Starting materials: OC1=CC=NN1C1=NC=CC(=C1)C#N (2-(5-hydroxy-1H-pyrazol-1-yl)pyridine-4-carbonitrile), FC1=CC(=C(C=C1)CO)OC(C)C1=CC=CC=C1 ([4-fluoro-2-(1-phenylethoxy)phenyl]methanol). Yields the product FC1=CC(=C(C=C1)COC1=CC=NN1C1=NC=CC(=C1)C#N)OC(C)C1=CC=CC=C1 (2-[5-[[4-fluoro-2-(1-phenylethoxy)phenyl]methoxy]pyrazol-1-yl]pyridine-4-carbonitrile). RXN SMILES: [OH:1][C:2]1[N:6]([C:7]2[CH:12]=[C:11]([C:13]#[N:14])[CH:10]=[CH:9][N:8]=2)[N:5]=[CH:4][CH:3]=1.[F:15][C:16]1[CH:21]=[CH:20][C:19]([CH2:22]O)=[C:18]([O:24][CH:25]([C:27]2[CH:32]=[CH:31][CH:30]=[CH:29][CH:28]=2)[CH3:26])[CH:17]=1>>[F:15][C:16]1[CH:21]=[CH:20][C:19]([CH2:22][O:1][C:2]2[N:6]([C:7]3[CH:12]=[C:11]([C:13]#[N:14])[CH:10]=[CH:9][N:8]=3)[N:5]=[CH:4][CH:3]=2)=[C:18]([O:24][CH:25]([C:27]2[CH:28]=[CH:29][CH:30]=[CH:31][CH:32]=2)[CH3:26])[CH:17]=1. Procedure: The title compound was prepared from 2-(5-hydroxy-1H-pyrazol-1-yl)pyridine-4-carbonitrile and [4-fluoro-2-(1-phenylethoxy)phenyl]methanol according to the procedure for the preparation of Example 39, part C. [M+H] Calc'd for C24H19FN4O2, 415. Found, 415. The reactants are CC1(CC2=CC=CC(=C2O1)OC(=O)NC)C (carbofuran), CC1(CC2=CC=CC(=C2O1)OC(=O)NC)C (carbofuran), CN(SCl)C ((dimethylamino)sulfenyl chloride), O (water). Solvent: N1=CC=CC=C1 (pyridine). Run at time 18 hour. Product: CN(SN(C(OC1=CC=CC=2CC(OC21)(C)C)=O)C)C (2,3-dihydro-2,2-dimethyl-7-benzofuranyl (dimethylaminosulfenyl)(methyl)carbamate). RXN SMILES: [CH3:1][C:2]1([CH3:16])[O:10][C:9]2[C:4](=[CH:5][CH:6]=[CH:7][C:8]=2[O:11][C:12]([NH:14][CH3:15])=[O:13])[CH2:3]1.[CH3:17][N:18]([CH3:21])[S:19]Cl.O>N1C=CC=CC=1>[CH3:17][N:18]([CH3:21])[S:19][N:14]([CH3:15])[C:12](=[O:13])[O:11][C:8]1[C:9]2[O:10][C:2]([CH3:16])([CH3:1])[CH2:3][C:4]=2[CH:5]=[CH:6][CH:7]=1. Procedure: A mixture of 16 g of carbofuran and 8.5 g of (dimethylamino)sulfenyl chloride in 50 ml of pyridine was allowed to stand at room temperature for about 18 hours. The mixture was poured into water, the aqueous mixture extracted with chloroform, the extracts washed with dilute hydrochloric acid, followed by water and saturated sodium chloride solution. Concentration under reduced pressure gave an oil which was found by nuclear magnetic resonance spectroscopy to contain about 20% unreacted carbofuran... The reactants are CNC(=O)c1cc([N+](=O)[O-])ccc1OC1CCN(C(=O)OC(C)(C)C)CC1, CO. Product: CNC(=O)c1cc(N)ccc1OC1CCN(C(=O)OC(C)(C)C)CC1. Reaction SMILES: [C:1]([CH3:2])([CH3:3])([CH3:4])[O:5][C:6](=[O:7])[N:8]1[CH2:9][CH2:10][CH:11]([O:14][c:15]2[c:16]([C:24]([NH:25][CH3:26])=[O:27])[cH:17][c:18]([N+:21]([O-:22])=[O:23])[cH:19][cH:20]2)[CH2:12][CH2:13]1.[CH3:28][OH:29]>>[C:1]([CH3:2])([CH3:3])([CH3:4])[O:5][C:6](=[O:7])[N:8]1[CH2:9][CH2:10][CH:11]([O:14][c:15]2[c:16]([C:24]([NH:25][CH3:26])=[O:27])[cH:17][c:18]([NH2:21])[cH:19][cH:20]2)[CH2:12][CH2:13]1. The reactants are Cl.C(C1=CC=CC=C1)OC1=C2CCCC(C2=CC=C1)C(=O)N(CC=1C=NNC1)C=1C=NC(=CC1)C(C)C (5-benzyloxy-N-(6-isopropylpyridin-3-yl)-N-[(pyrazol-4-yl)methyl]-1,2,3,4-tetrahydronaphthalene-1-carboxamide hydrochloride), C(C)I (ethyl iodide). Product: C(C1=CC=CC=C1)OC1=C2CCCC(C2=CC=C1)C(=O)N(C=1C=NC(=CC1)C(C)C)CC=1C=NN(C1)CC (5-benzyloxy-N-[(1-ethylpyrazol-4-yl)methyl]-N-(6-isopropylpyridin-3-yl)-1,2,3,4-tetrahydronaphthalene-1-carboxamide). RXN SMILES: Cl.[CH2:2]([O:9][C:10]1[CH:19]=[CH:18][CH:17]=[C:16]2[C:11]=1[CH2:12][CH2:13][CH2:14][CH:15]2[C:20]([N:22]([C:29]1[CH:30]=[N:31][C:32]([CH:35]([CH3:37])[CH3:36])=[CH:33][CH:34]=1)[CH2:23][C:24]1[CH:25]=[N:26][NH:27][CH:28]=1)=[O:21])[C:3]1[CH:8]=[CH:7][CH:6]=[CH:5][CH:4]=1.[CH2:38](I)[CH3:39]>>[CH2:2]([O:9][C:10]1[CH:19]=[CH:18][CH:17]=[C:16]2[C:11]=1[CH2:12][CH2:13][CH2:14][CH:15]2[C:20]([N:22]([CH2:23][C:24]1[CH:25]=[N:26][N:27]([CH2:38][CH3:39])[CH:28]=1)[C:29]1[CH:30]=[N:31][C:32]([CH:35]([CH3:37])[CH3:36])=[CH:33][CH:34]=1)=[O:21])[C:3]1[CH:8]=[CH:7][CH:6]=[CH:5][CH:4]=1 |f:0.1|. Reported procedure: By the reaction and treatment in the same manner as in Example 83 using 5-benzyloxy-N-(6-isopropylpyridin-3-yl)-N-[(pyrazol-4-yl)methyl]-1,2,3,4-tetrahydronaphthalene-1-carboxamide hydrochloride (0.79 g) and ethyl iodide (0.12 mL) as starting materials, 5-benzyloxy-N-[(1-ethylpyrazol-4-yl)methyl]-N-(6-isopropylpyridin-3-yl)-1,2,3,4-tetrahydronaphthalene-1-carboxamide (0.43 g) was obtained. Reactants: CC1([C@@H](N(C(O1)=O)C1=CC=C(C=C1)C=1C=C(C=NC1F)C1=NC=CC(=N1)C#N)C1=CC=CC=C1)C ((S)-2-(5-(4-(5,5-dimethyl-2-oxo-4-phenyloxazolidin-3-yl)phenyl)-6-fluoropyridin-3-yl)pyrimidine-4-carbonitrile), O1CCOCC1 (dioxane), Cl (hydrochloric acid). Solvent: O (water). Run at temperature 100 celsius, time 1 hour. Yields the product CC1([C@@H](N(C(O1)=O)C1=CC=C(C=C1)C1=CC(=CNC1=O)C1=NC=CC(=N1)C#N)C1=CC=CC=C1)C ((S)-2-(5-(4-(5,5-dimethyl-2-oxo-4-phenyloxazolidin-3-yl)phenyl)-6-oxo-1,6-dihydropyridin-3-yl)pyrimidine-4-carbonitrile). Yield: 80.0%. RXN SMILES: [CH3:1][C:2]1([CH3:35])[O:6][C:5](=[O:7])[N:4]([C:8]2[CH:13]=[CH:12][C:11]([C:14]3[CH:15]=[C:16]([C:21]4[N:26]=[C:25]([C:27]#[N:28])[CH:24]=[CH:23][N:22]=4)[CH:17]=[N:18][C:19]=3F)=[CH:10][CH:9]=2)[C@H:3]1[C:29]1[CH:34]=[CH:33][CH:32]=[CH:31][CH:30]=1.[O:36]1CCOCC1.Cl>O>[CH3:1][C:2]1([CH3:35])[O:6][C:5](=[O:7])[N:4]([C:8]2[CH:13]=[CH:12][C:11]([C:14]3[C:19](=[O:36])[NH:18][CH:17]=[C:16]([C:21]4[N:26]=[C:25]([C:27]#[N:28])[CH:24]=[CH:23][N:22]=4)[CH:15]=3)=[CH:10][CH:9]=2)[C@H:3]1[C:29]1[CH:34]=[CH:33][CH:32]=[CH:31][CH:30]=1. Reported procedure: A resealable tube was charged with (S)-2-(5-(4-(5,5-dimethyl-2-oxo-4-phenyloxazolidin-3-yl)phenyl)-6-fluoropyridin-3-yl)pyrimidine-4-carbonitrile (0.055 g, 0.12 mmol), dioxane (3.0 mL) and water (1.00 mL). Concentrated hydrochloric acid (37%)(0.25 mL) was added, the system was flushed with argon, the tube was sealed, and the reaction mixture stirred at 100° C. for 1 hour. The reaction mixture was then partitioned between EtOAc and saturated aqueous NaHCO3 solution. The aqueous phase was extracte... As a reaction SMILES: [F:1][C:2]1[CH:7]=[CH:6][C:5]([CH:8]([OH:26])[CH:9]([CH2:15][C:16]2[CH:21]=[CH:20][C:19]([C:22]([F:25])([F:24])[F:23])=[CH:18][CH:17]=2)[C:10]([O:12]CC)=[O:11])=[CH:4][CH:3]=1.[OH-].[Na+]>CO>[F:1][C:2]1[CH:3]=[CH:4][C:5]([CH:8]([OH:26])[CH:9]([CH2:15][C:16]2[CH:21]=[CH:20][C:19]([C:22]([F:24])([F:25])[F:23])=[CH:18][CH:17]=2)[C:10]([OH:12])=[O:11])=[CH:6][CH:7]=1 |f:1.2|. The reactants are FC1=CC=C(C=C1)C(C(C(=O)OCC)CC1=CC=C(C=C1)C(F)(F)F)O (ethyl (2RS,3SR)-3-(4-fluorophenyl)-3-hydroxy-2-((4-(trifluoromethyl)phenyl)methyl)propionate), [OH-].[Na+] (sodium hydroxide). Run in CO (methanol). Run at time 6 hour. The yield is 84.7%. Procedure: To a solution of ethyl (2RS,3SR)-3-(4-fluorophenyl)-3-hydroxy-2-((4-(trifluoromethyl)phenyl)methyl)propionate (4.85 g, 13.1 mmol) in methanol (20 ml) was added 1N aqueous sodium hydroxide solution (13.1 ml, 13.1 mmol), and the mixture was stirred at room temperature for 6 hrs. The reaction solution was evaporated under reduced pressure, diluted with 1N hydrochloric acid (50 ml), and extracted with ethyl acetate (100 ml×2). The extract was washed with water and saturated brine, dried over anhydro... The product is FC1=CC=C(C=C1)C(C(C(=O)O)CC1=CC=C(C=C1)C(F)(F)F)O ((2RS,3SR)-3-(4-fluorophenyl)-3-hydroxy-2-((4-(trifluoromethyl)phenyl)methyl)propionic acid). Starting materials: O.[OH-].[Li+] (lithium hydroxide monohydrate), COC=1C=C(C(=O)OC)C=CC1CC1=CN(C2=CC=C(C=C12)CC(C)C(NCCCCC)=O)C (methyl 3-methoxy-4-[1-methyl-5-[2-(pentylcarbamoyl)propyl]indol-3-ylmethyl]benzoate). Solvent: O (water), CO (methanol), O1CCCC1 (tetrahydrofuran). Reaction conditions: time 48 hour. Product: COC=1C=C(C(=O)O)C=CC1CC1=CN(C2=CC=C(C=C12)CC(C)C(NCCCCC)=O)C (3-Methoxy-4-[1-methyl-5-[2-(pentylcarbamoyl)propyl]indol-3-ylmethyl]benzoic acid). Yield: 99.9%. RXN SMILES: O.[OH-].[Li+].[CH3:4][O:5][C:6]1[CH:7]=[C:8]([CH:13]=[CH:14][C:15]=1[CH2:16][C:17]1[C:25]2[C:20](=[CH:21][CH:22]=[C:23]([CH2:26][CH:27]([C:29](=[O:36])[NH:30][CH2:31][CH2:32][CH2:33][CH2:34][CH3:35])[CH3:28])[CH:24]=2)[N:19]([CH3:37])[CH:18]=1)[C:9]([O:11]C)=[O:10]>O.CO.O1CCCC1>[CH3:4][O:5][C:6]1[CH:7]=[C:8]([CH:13]=[CH:14][C:15]=1[CH2:16][C:17]1[C:25]2[C:20](=[CH:21][CH:22]=[C:23]([CH2:26][CH:27]([C:29](=[O:36])[NH:30][CH2:31][CH2:32][CH2:33][CH2:34][CH3:35])[CH3:28])[CH:24]=2)[N:19]([CH3:37])[CH:18]=1)[C:9]([OH:11])=[O:10] |f:0.1.2|. Reported procedure: A solution of lithium hydroxide monohydrate (0.29 g) in water (5 ml) was added to a solution of methyl 3-methoxy-4-[1-methyl-5-[2-(pentylcarbamoyl)propyl]indol-3-ylmethyl]benzoate (0.65 g) in methanol (25 ml) and tetrahydrofuran (5 ml). The mixture was stirred under an atmosphere of nitrogen for 48 hr, and the solvents evaporated. The residue was taken up in water (5 ml), acidified with 1M hydrochloric acid (10 ml), and the precipitate which formed isolated by filtration to give the title compou... The reactants are CC(C)SC1=CC=C(C=C1)O (4-(1-methylethylthio)phenol), BrCCCCl (1-bromo-3-chloropropane), C(C)(C)O (isopropyl alcohol), [OH-].[Na+] (sodium hydroxide). The solvent is O (water). Yields the product ClCCCOC1=CC=C(C=C1)SC(C)C (1-chloro-3-[4-(1-methylethylthio)phenoxy]propane). Isolated yield 20.0%. As a reaction SMILES: [CH3:1][CH:2]([S:4][C:5]1[CH:10]=[CH:9][C:8]([OH:11])=[CH:7][CH:6]=1)[CH3:3].C(O)(C)C.[OH-].[Na+].Br[CH2:19][CH2:20][CH2:21][Cl:22]>O>[Cl:22][CH2:21][CH2:20][CH2:19][O:11][C:8]1[CH:7]=[CH:6][C:5]([S:4][CH:2]([CH3:1])[CH3:3])=[CH:10][CH:9]=1 |f:2.3|. Procedure: A solution of 4-(1-methylethylthio)phenol (16.83 g., 0.1 mole) in 150 ml. of isopropyl alcohol is treated with 5.2 ml. of 50% sodium hydroxide solution (0.10 mole) and 2 ml. of water. To this mixture is added in one portion 1-bromo-3-chloropropane (16.5 g., 0.105 mole) and the mixture stirred and refluxed for a period of 20 hrs. After cooling, the reaction mixture is concentrated under reduced pressure and the resulting residue extracted with ether. The ethereal extract is filtered, concentrated... Reactants: COCCOC, CO, Cc1ccc2c(c1)c(C(=O)Cl)cn2-c1ccnc2ccccc12, Cl, Cl, N=C(N)N, [Na], O. The product is Cl, Cc1ccc2c(c1)c(C(=O)NC(=N)N)cn2-c1ccnc2ccccc12. Reaction SMILES: [CH3:31][O:32][CH2:33][CH2:34][O:35][CH3:36].[CH3:38][OH:39].[Cl:7][C:8](=[O:9])[c:10]1[cH:11][n:12](-[c:20]2[cH:21][cH:22][n:23][c:24]3[cH:25][cH:26][cH:27][cH:28][c:29]23)[c:13]2[cH:14][cH:15][c:16]([CH3:19])[cH:17][c:18]12.[ClH:2].[ClH:30].[NH2:3][C:4](=[NH:5])[NH2:6].[Na:1].[OH2:37]>>[ClH:7].[NH:3]=[C:4]([NH:5][C:8](=[O:9])[c:10]1[cH:11][n:12](-[c:20]2[cH:21][cH:22][n:23][c:24]3[cH:25][cH:26][cH:27][cH:28][c:29]23)[c:13]2[cH:14][cH:15][c:16]([CH3:19])[cH:17][c:18]12)[NH2:6].